Dataset: the Open Reaction Database (ORD), a public repository of structured organic reaction records. Task: describe an organic reaction: reactants, conditions, products, and yield Starting materials: C(C1=CC=CC=C1)N[C@H]1C(NC2=C(CC1)C=CC=C2)=O (3(R)-(benzylamino)-2,3,4,5-tetrahydro-1H-1-benzazepin-2-one), C(C)(C)(C)OC(=O)NC(CC(=O)O)(C)C (3-t-butoxycarbonylamino-3-methylbutanoic acid), C27H35N3O4, C(C)OC1N(C2=CC=CC=C2C=C1)C(=O)OCC (2-ethoxy-1-ethoxycarbonyl-1,2-dihydroquinoline). Solvent: O1CCCC1 (tetrahydrofuran). Reaction conditions: time 3 day. Product: C(C)(C)(C)OC(=O)NC(CC(=O)N([C@H]1C(NC2=C(CC1)C=CC=C2)=O)CC2=CC=CC=C2)(C)C (3-t-Butoxycarbonylamino-3-methyl-N-benzyl-N-[2,3,4,5-tetrahydro-2-oxo-1H-1-benzazepin-3-(R)-yl]-butanamide). As a reaction SMILES: [CH2:1]([NH:8][C@@H:9]1[CH2:15][CH2:14][C:13]2[CH:16]=[CH:17][CH:18]=[CH:19][C:12]=2[NH:11][C:10]1=[O:20])[C:2]1[CH:7]=[CH:6][CH:5]=[CH:4][CH:3]=1.[C:21]([O:25][C:26]([NH:28][C:29]([CH3:35])([CH3:34])[CH2:30][C:31](O)=[O:32])=[O:27])([CH3:24])([CH3:23])[CH3:22].C(OC1C=CC2C(=CC=CC=2)N1C(OCC)=O)C>O1CCCC1>[C:21]([O:25][C:26]([NH:28][C:29]([CH3:35])([CH3:34])[CH2:30][C:31]([N:8]([CH2:1][C:2]1[CH:3]=[CH:4][CH:5]=[CH:6][CH:7]=1)[C@@H:9]1[CH2:15][CH2:14][C:13]2[CH:16]=[CH:17][CH:18]=[CH:19][C:12]=2[NH:11][C:10]1=[O:20])=[O:32])=[O:27])([CH3:24])([CH3:23])[CH3:22]. Reported procedure: A solution of 90 mg (0.34 mmol) of 3(R)-(benzylamino)-2,3,4,5-tetrahydro-1H-1-benzazepin-2-one in 1.5 mL of tetrahydrofuran under nitrogen at room temperature was treated with 73 mg (0.34 mmol, 1 eq.) of 3-t-butoxycarbonylamino-3-methylbutanoic acid (Example 31, Step E) followed by 94 mg (0.38 mmol, 1.1 eq.) of 2-ethoxy-1-ethoxycarbonyl-1,2-dihydroquinoline (EEDQ). Most of the solvent was evaporated under a stream of nitrogen and the resulting reaction mixture (thick syrup approx. 0.3 mL) was st... Reactants: crude product, BrC=1C=C(C=CC1)OCC (3-bromophenetole), BrC1=CC=C(C(=O)N(C)OC)C=C1 (4-bromo-N-methoxy-N-methylbenzamide). Product: CO (methanol), BrC1=CC=C(C(=O)C2=CC(=CC=C2)OCC)C=C1 (4-Bromo-3′-ethoxybenzophenone). The yield is 47.0%. RXN SMILES: Br[C:2]1[CH:3]=[C:4]([O:8][CH2:9][CH3:10])[CH:5]=[CH:6][CH:7]=1.[Br:11][C:12]1[CH:23]=[CH:22][C:15]([C:16](N(OC)C)=[O:17])=[CH:14][CH:13]=1>>[CH3:4][OH:8].[Br:11][C:12]1[CH:23]=[CH:22][C:15]([C:16]([C:2]2[CH:7]=[CH:6][CH:5]=[C:4]([O:8][CH2:9][CH3:10])[CH:3]=2)=[O:17])=[CH:14][CH:13]=1. Procedure details: The title compound was prepared from 3-bromophenetole and 4-bromo-N-methoxy-N-methylbenzamide following the general method of Method 1. The crude product was re-crystallized from methanol affording 0.37 g (47% yield) of the title compound as colorless crystals: mp 68.5-70.1° C.; 1H NMR (400 MHz, CDCl3) δ 7.70-7.60 (m, 4 H), 7.38 (broad t, J=7.6 Hz, 1 H), 7.31-7.27 (m, 2 H), 7.13 (ddd, J=8.2, J=2.3, J=1.2 Hz, 1 H), 4.08 (q, J=7.0 Hz, 2 H), 1.43 (t, J=7.0 Hz, 3 H); 13C NMR (400 MHz, CDCl3) δ 195.5... The reactants are O=C([O-])[O-], Cc1cnc2ccccc2n1, ClCl, ClC(Cl)(Cl)Cl, [Na+], [Na+]. Yields the product ClCc1cnc2ccccc2n1. Reaction SMILES: [C:12](=[O:13])([O-:14])[O-:15].[CH3:1][c:2]1[n:3][c:4]2[cH:5][cH:6][cH:7][cH:8][c:9]2[n:10][cH:11]1.[Cl:18][Cl:19].[Cl:20][C:21]([Cl:22])([Cl:23])[Cl:24].[Na+:16].[Na+:17]>>[CH2:1]([c:2]1[n:3][c:4]2[cH:5][cH:6][cH:7][cH:8][c:9]2[n:10][cH:11]1)[Cl:18]. Starting materials: FC1=CC(=C(C=C1)CC(=O)O)SC1=CC=C(C=C1)[N+](=O)[O-] ([4-Fluoro-2-(4-nitrophenylthio)phenyl]acetic acid), polyphosphoric acid, P(O)(O)(O)=O (phosphoric acid), O=P12OP3(=O)OP(=O)(O1)OP(=O)(O2)O3 (phosphorus pentoxide). The solvent is O (water). Conditions: time 2 hour. Yields the product FC=1C=CC2=C(SC3=C(C(C2)=O)C=C(C=C3)[N+](=O)[O-])C1 (3-fluoro-8-nitrodibenzo(b,f)thiepin-10(11H)-one). The yield is 43.8%. Reaction SMILES: [F:1][C:2]1[CH:7]=[CH:6][C:5]([CH2:8][C:9]([OH:11])=O)=[C:4]([S:12][C:13]2[CH:18]=[CH:17][C:16]([N+:19]([O-:21])=[O:20])=[CH:15][CH:14]=2)[CH:3]=1.P(=O)(O)(O)O.O=P12OP3(OP(OP(O3)(O1)=O)(=O)O2)=O>O>[F:1][C:2]1[CH:7]=[CH:6][C:5]2[CH2:8][C:9](=[O:11])[C:14]3[CH:15]=[C:16]([N+:19]([O-:21])=[O:20])[CH:17]=[CH:18][C:13]=3[S:12][C:4]=2[CH:3]=1. Procedure: [4-Fluoro-2-(4-nitrophenylthio)phenyl]acetic acid (17.6 g) was added at 150° C. to polyphosphoric acid, prepared from 60 ml 85% phosphoric acid and 100 g phosphorus pentoxide, and the mixture stirred at 150°-155° C. for two hours. After cooling, it was decomposed by pouring into a mixture of ice and water. The precipitated crude product was filtered and boiled for a short time under stirring with a mixture of a 10% sodium carbonate solution and benzene. It was filtered again, the benzene layer s... Reaction SMILES: C([O:3][C:4](=[O:8])[CH2:5][C:6]#[N:7])C.[CH3:9][C:10](C)(C)[C:11](=[O:13])[CH3:12]>>[C:4]([O-:8])(=[O:3])[CH3:5].[NH4+:7].[OH:13][C:11]1[CH:12]=[C:5]([CH:6]=[CH:9][CH:10]=1)[CH:4]=[O:8] |f:2.3|. Reported procedure: Analogously to Example 1a, 814 mg of product is obtained from 5 g of ammonium acetate, 875 μl of cyanoacetic acid ethyl ester, 1.01 ml of 3,3-dimethyl-2-butanone and 1 g of 3-hydroxybenzaldehyde. Product: product, C(C)(=O)[O-].[NH4+] (ammonium acetate), OC=1C=C(C=O)C=CC1 (3-hydroxybenzaldehyde). The reactants are C(C)OC(CC#N)=O (cyanoacetic acid ethyl ester), CC(C(C)=O)(C)C (3,3-dimethyl-2-butanone). Reaction SMILES: [C:1]([C:5]1[CH:11]=[CH:10][CH:9]=[CH:8][C:6]=1[NH2:7])([CH3:4])([CH3:3])[CH3:2].C([Li])CCC.[C:17]([C:21]1[CH:28]=[CH:27][C:24]([C:25]#[N:26])=[CH:23][CH:22]=1)([CH3:20])([CH3:19])[CH3:18]>O>[C:17]([C:21]1[CH:22]=[CH:23][C:24]([C:25]([NH:7][C:6]2[CH:8]=[CH:9][CH:10]=[CH:11][C:5]=2[C:1]([CH3:4])([CH3:2])[CH3:3])=[NH:26])=[CH:27][CH:28]=1)([CH3:20])([CH3:18])[CH3:19]. Conditions: time 30 minute. Procedure details: Procedure as described for Amidine I using the following amounts: 7.80 mL of 2-t-butylaniline (50.0 mmol); 25.0 mL of 2.0 M butyllithium (50.0 mmol), 8.50 ml of 4-t-butylbenzonitrile (50.0 mmol). After refluxing overnight, the solution was dark brown. Addition of water yielded an orange solution with suspended solid. Solution was filtered and taken to dryness. The residue was treated with 75 mL of pentane, stirred for 30 minutes, and filtered yielding 13.43 g (87%) of light orange solid. 1H NMR ... Product: C(C)(C)(C)C1=CC=C(C(=N)NC2=C(C=CC=C2)C(C)(C)C)C=C1 (4-tert-butyl-N1-(2-tert-butylphenyl)benzamidine). Reactants: Amidine, C(C)(C)(C)C1=CC=C(C#N)C=C1 (4-t-butylbenzonitrile), C(C)(C)(C)C1=C(N)C=CC=C1 (2-t-butylaniline), C(CCC)[Li] (butyllithium). The solvent is O (water). Reactants: BrCC=1C=C(C(=NC1)OC(F)F)C1=CC(=CC=C1)OC1COC1 (5-(Bromomethyl)-2-(difluoromethoxy)-3-(3-(oxetan-3-yloxy)phenyl)pyridine), BrC(C)C (2-bromopropane). Procedure: The title compound was prepared in a manner analogous to Intermediate 10, using 2-bromopropane for step 2, followed by bromination according to step 3. [M-FI-1]=373.24. Yields the product BrCC=1C=C(C(=NC1)OC(F)F)C1=CC(=CC=C1)OC(C)C (5-(Bromomethyl)-2-(difluoromethoxy)-3-(3-isopropoxyphenyl)pyridine). As a reaction SMILES: [Br:1][CH2:2][C:3]1[CH:4]=[C:5]([C:13]2[CH:18]=[CH:17][CH:16]=[C:15]([O:19][CH:20]3[CH2:23]O[CH2:21]3)[CH:14]=2)[C:6]([O:9][CH:10]([F:12])[F:11])=[N:7][CH:8]=1.BrC(C)C>>[Br:1][CH2:2][C:3]1[CH:4]=[C:5]([C:13]2[CH:18]=[CH:17][CH:16]=[C:15]([O:19][CH:20]([CH3:23])[CH3:21])[CH:14]=2)[C:6]([O:9][CH:10]([F:12])[F:11])=[N:7][CH:8]=1. Starting materials: NC(=O)CCC(=O)NC(=O)OCc1ccccc1, CCCC(CCC)S(=O)(=O)CC(N)C(=O)O, ClCCl. The product is CCCC(CCC)S(=O)(=O)CC(NC(=O)OCc1ccccc1)C(=O)O. Reaction SMILES: [C:17]([NH:18][C:25](=[O:26])[O:27][CH2:28][c:29]1[cH:30][cH:31][cH:32][cH:33][cH:34]1)(=[O:19])[CH2:20][CH2:21][C:22]([NH2:23])=[O:24].[CH2:1]([CH2:2][CH3:3])[CH:4]([CH2:5][CH2:6][CH3:7])[S:8](=[O:9])(=[O:10])[CH2:11][CH:12]([NH2:13])[C:14](=[O:15])[OH:16].[CH2:35]([Cl:36])[Cl:37]>>[CH2:1]([CH2:2][CH3:3])[CH:4]([CH2:5][CH2:6][CH3:7])[S:8](=[O:9])(=[O:10])[CH2:11][CH:12]([NH:13][C:25](=[O:26])[O:27][CH2:28][c:29]1[cH:30][cH:31][cH:32][cH:33][cH:34]1)[C:14](=[O:15])[OH:16].